From a dataset of the Open Reaction Database (ORD), a public repository of structured organic reaction records. describe an organic reaction: reactants, conditions, products, and yield Starting materials: BrC=1C(N(C=C(N1)Br)[C@H](COC)C1CC1)=O ((S)-3,5-Dibromo-1-(1-cyclopropyl-2-methoxyethyl)pyrazin-2(1H)-one), C1CCOC1 (THF), FC(OC1=C(C=C(C(=N1)C)N)C)F (6-(difluoromethoxy)-2,5-dimethylpyridin-3-amine), C[Si](C)(C)[N-][Si](C)(C)C.[Na+] (NaHMDS). Reaction conditions: temperature 0 celsius, time 30 minute. The product is BrC=1N=C(C(N(C1)C[C@@H](OC)C1CC1)=O)NC=1C(=NC(=C(C1)C)OC(F)F)C ((S)-5-bromo-1-(cyclopropyl-2-methoxyethyl)-3-[6-(difluoromethoxy)-2,5-dimethylpyridin-3-ylamino]pyrazin-2(1H)-one). Yield: 95.0%. As a reaction SMILES: Br[C:2]1[C:3](=[O:16])[N:4]([C@@H:9]([CH:13]2[CH2:15][CH2:14]2)COC)[CH:5]=[C:6]([Br:8])[N:7]=1.[F:17][CH:18]([F:29])[O:19][C:20]1[N:25]=[C:24]([CH3:26])[C:23]([NH2:27])=[CH:22][C:21]=1[CH3:28].[CH3:30][Si]([N-][Si](C)(C)C)(C)C.[Na+].C1C[O:43][CH2:42]C1>>[Br:8][C:6]1[N:7]=[C:2]([NH:27][C:23]2[C:24]([CH3:26])=[N:25][C:20]([O:19][CH:18]([F:17])[F:29])=[C:21]([CH3:28])[CH:22]=2)[C:3](=[O:16])[N:4]([CH2:9][C@H:13]([CH:15]2[CH2:14][CH2:30]2)[O:43][CH3:42])[CH:5]=1 |f:2.3|. Procedure: (S)-3,5-Dibromo-1-(1-cyclopropyl-2-methoxyethyl)pyrazin-2(1H)-one (18.1 g, 51.7 mmol) and 6-(difluoromethoxy)-2,5-dimethylpyridin-3-amine (9.70 mg, 51.7 mmol) were combined in a 2 L, 3-necked round bottom flask equipped with a thermometer and an addition funnel and placed under N2. THF (360 mL) was added and the mixture was cooled to 0° C. NaHMDS (109 mL, 109 mmol, 1 M in THF) was added dropwise via the addition funnel over 15 min (the internal temperature was maintained below 5° C.). After the ... Starting materials: [Mg] (magnesium), BrC=1C=C(C=CC1)O[Si](C)(C)C (3-bromo-O-trimethylsilylphenol), [Mg] (magnesium), magnesium salts, Cl[Si](C)(C)C (chlorotrimethylsilane), CI (Methyl iodide), [SiH3]O[SiH3] (silyl ether). Solvent: O (water), C1CCOC1 (THF). Conditions: temperature 0 celsius. The product is C[Si](C=1C=C(C=CC1)O)(C)C (3-trimethylsilylphenol). The yield is 85.0%. Reaction SMILES: Br[C:2]1[CH:3]=[C:4]([O:8][Si](C)(C)C)[CH:5]=[CH:6][CH:7]=1.[Mg].CI.Cl[Si:17]([CH3:20])([CH3:19])[CH3:18].[SiH3]O[SiH3]>O.C1COCC1>[CH3:18][Si:17]([CH3:20])([CH3:19])[C:2]1[CH:3]=[C:4]([OH:8])[CH:5]=[CH:6][CH:7]=1. Procedure: Next, a dry 3 l, 3-neck flask, equipped with a mechanical stirrer and reflux condenser, and connected to a mineral oil bubbler, was flushed with a stream of argon. The flask was charged with substituted phenol (B) (200 g, 800 mmol), fresh magnesium turnings (21.6 g, 0.89 mol), THF (900 ml), and maintained at about 0° C. in an ice bath. Methyl iodide (2 ml) was added as the catalyst to initiate reaction. The reaction was kept under control by carefully applying and removing the ice bath as necess...